This data is from the Open Reaction Database (ORD), a public repository of structured organic reaction records. The task is: describe an organic reaction: reactants, conditions, products, and yield The reactants are CO (MeOH), ClC1=CC=C(C=C1)C1N(C(C=2NN=C(C21)C2CC2)=O)C=2C=C(C=1N(C2)C(=NN1)C)C (4-(4-chlorophenyl)-3-cyclopropyl-5-(3,8-dimethyl-[1,2,4]triazolo[4,3-a]pyridin-6-yl)-4,5-dihydropyrrolo[3,4-c]pyrazol-6(1H)-one), ClC1=CC=C(C=C1)C1N(C(C=2N(N=C(C21)C)C2CN(C2)C(=O)OC(C)(C)C)=O)C=2C=C(C=1N(C2)C(=NN1)C)C (tert-butyl 3-(4-(4-chlorophenyl)-5-(3,8-dimethyl-[1,2,4]triazolo[4,3-a]pyridin-6-yl)-3-methyl-6-oxo-5,6-dihydropyrrolo[3,4-c]pyrazol-1(4H)-yl)azetidine-1-carboxylate). Solvent: C(C)OCC (diethyl ether). Product: ClC1=CC=C(C=C1)[C@H]1N(C(C=2NN=C(C21)C)=O)C=2C=C(C=1N(C2)C(=NN1)C)C ((R)-4-(4-chlorophenyl)-5-(3,8-dimethyl-[1,2,4]triazolo[4,3-a]pyridin-6-yl)-3-methyl-4,5-dihydropyrrolo[3,4-c]pyrazol-6(1H)-one). Reaction SMILES: [Cl:1][C:2]1[CH:7]=[CH:6][C:5]([CH:8]2[C:15]3[C:14]([CH3:16])=[N:13][N:12](C4CN(C(OC(C)(C)C)=O)C4)[C:11]=3[C:10](=[O:28])[N:9]2[C:29]2[CH:30]=[C:31]([CH3:39])[C:32]3[N:33]([C:35]([CH3:38])=[N:36][N:37]=3)[CH:34]=2)=[CH:4][CH:3]=1.CO.ClC1C=CC(C2C3C(C4CC4)=NNC=3C(=O)N2C2C=C(C)C3N(C(C)=NN=3)C=2)=CC=1>C(OCC)C>[Cl:1][C:2]1[CH:7]=[CH:6][C:5]([C@@H:8]2[C:15]3[C:14]([CH3:16])=[N:13][NH:12][C:11]=3[C:10](=[O:28])[N:9]2[C:29]2[CH:30]=[C:31]([CH3:39])[C:32]3[N:33]([C:35]([CH3:38])=[N:36][N:37]=3)[CH:34]=2)=[CH:4][CH:3]=1. Procedure: The title compound (133 mg, 44% yield) was obtained enantiomerically pure (>99% ee) after chiral preparative SFC (system: Thar SFC200; column: Chiralpak OD-H, 30×250 mm; mobile phase: scCO2/MeOH 70:30; flow: 120 g/min; detection UV: 265 nm) of the racemic mixture of 4-(4-chlorophenyl)-5-(3,8-dimethyl-[1,2,4]triazolo[4,3-a]pyridin-6-yl)-3-methyl-4,5-dihydropyrrolo[3,4-c]pyrazol-6(1H)-one (Example 129) and subsequent trituration in diethyl ether. The reactants are solution, [H-].C(C(C)C)[Al+]CC(C)C (diisobutylaluminum hydride), C1(=CC=CC=C1)C (toluene), C(C)OC(=O)[C@H]1CN(CCC1)C(=O)OC(C)(C)C ((3R)-piperidine-1,3-dicarboxylic acid 1-tert-butyl ester 3-ethyl ester), O (Water). Solvent: C(C)OCC (diethyl ether). Conditions: temperature -78 celsius, time 2.5 hour. Product: C(C)(C)(C)OC(=O)N1C[C@@H](CCC1)C=O ((3R)-3-formylpiperidine-1-carboxylic acid tert-butyl ester). Isolated yield 56.5%. RXN SMILES: [H-].C([Al+]CC(C)C)C(C)C.C1(C)C=CC=CC=1.C([O:20][C:21]([C@@H:23]1[CH2:28][CH2:27][CH2:26][N:25]([C:29]([O:31][C:32]([CH3:35])([CH3:34])[CH3:33])=[O:30])[CH2:24]1)=O)C.O>C(OCC)C>[C:32]([O:31][C:29]([N:25]1[CH2:26][CH2:27][CH2:28][C@@H:23]([CH:21]=[O:20])[CH2:24]1)=[O:30])([CH3:35])([CH3:34])[CH3:33] |f:0.1|. Procedure: A 1.2 M solution of diisobutylaluminum hydride in toluene (30.8 ml, 36.9 mmol) was added at −78° C. to a solution of (3R)-piperidine-1,3-dicarboxylic acid 1-tert-butyl ester 3-ethyl ester (4.13 g, 16.1 mmol) in diethyl ether (30 ml). The reaction mixture was stirred for 2.5 h at −78° C. Water (9.6 ml) was added dropwise. The reaction mixture was warmed to room temperature. The precipitation was removed by filtration through a plug of celite. The celite was washed with tert-butyl methyl ether (3×... Reactants: [BH4-], CCCc1nc2c(N)nc3cc(Oc4ccc([N+](=O)[O-])cc4)ccc3c2n1CC(C)C, CO, ClCCl, [Na+], Cl[Ni]Cl. Yields the product CCCc1nc2c(N)nc3cc(Oc4ccc(N)cc4)ccc3c2n1CC(C)C. As a reaction SMILES: [BH4-:35].[CH3:1][CH:2]([CH2:3][n:4]1[c:5]([CH2:28][CH2:29][CH3:30])[n:6][c:7]2[c:8]([NH2:27])[n:9][c:10]3[cH:11][c:12]([O:17][c:18]4[cH:19][cH:20][c:21]([N+:24]([O-:25])=[O:26])[cH:22][cH:23]4)[cH:13][cH:14][c:15]3[c:16]12)[CH3:31].[CH3:40][OH:41].[Cl:32][CH2:33][Cl:34].[Na+:36].[Ni:37]([Cl:38])[Cl:39]>>[CH3:1][CH:2]([CH2:3][n:4]1[c:5]([CH2:28][CH2:29][CH3:30])[n:6][c:7]2[c:8]([NH2:27])[n:9][c:10]3[cH:11][c:12]([O:17][c:18]4[cH:19][cH:20][c:21]([NH2:24])[cH:22][cH:23]4)[cH:13][cH:14][c:15]3[c:16]12)[CH3:31]. The reactants are O=C([O-])Cc1ccccc1Nc1c(Cl)cccc1Cl, CCCN(CCCl)CCOC(=O)c1cc(Br)c(N)c(CN(CC)C2CCCCC2)c1, [Na+]. The product is CCCN(CCOC(=O)Cc1ccccc1Nc1c(Cl)cccc1Cl)CCOC(=O)c1cc(Br)c(N)c(CN(CC)C2CCCCC2)c1. RXN SMILES: [Cl:1][c:2]1[c:3]([NH:9][c:10]2[c:11]([CH2:16][C:17](=[O:18])[O-:19])[cH:12][cH:13][cH:14][cH:15]2)[c:4]([Cl:8])[cH:5][cH:6][cH:7]1.[NH2:21][c:22]1[c:23]([Br:50])[cH:24][c:25]([C:26](=[O:27])[O:28][CH2:29][CH2:30][N:31]([CH2:32][CH2:33][Cl:34])[CH2:35][CH2:36][CH3:37])[cH:38][c:39]1[CH2:40][N:41]([CH2:42][CH3:43])[CH:44]1[CH2:45][CH2:46][CH2:47][CH2:48][CH2:49]1.[Na+:20]>>[Cl:1][c:2]1[c:3]([NH:9][c:10]2[c:11]([CH2:16][C:17]([O:18][CH2:33][CH2:32][N:31]([CH2:30][CH2:29][O:28][C:26]([c:25]3[cH:24][c:23]([Br:50])[c:22]([NH2:21])[c:39]([CH2:40][N:41]([CH2:42][CH3:43])[CH:44]4[CH2:45][CH2:46][CH2:47][CH2:48][CH2:49]4)[cH:38]3)=[O:27])[CH2:35][CH2:36][CH3:37])=[O:19])[cH:12][cH:13][cH:14][cH:15]2)[c:4]([Cl:8])[cH:5][cH:6][cH:7]1. The reactants are CCN=C=NCCCN(C)C, CC#N, Cl, NC(Cc1cccc(OC(F)(F)C(F)F)c1)C(O)c1ccc(Oc2ccccc2)cc1, O, On1nnc2ccccc21, O=C(O)c1cccc2c1C=CCCC2. The product is O=C(NC(Cc1cccc(OC(F)(F)C(F)F)c1)C(O)c1ccc(Oc2ccccc2)cc1)c1cccc2c1C=CCCC2. As a reaction SMILES: [CH2:47]([N:48]=[C:49]=[N:50][CH2:51][CH2:52][CH2:53][N:54]([CH3:55])[CH3:56])[CH3:57].[CH3:68][C:69]#[N:70].[ClH:46].[NH2:1][CH:2]([CH:3]([OH:4])[c:5]1[cH:6][cH:7][c:8]([O:11][c:12]2[cH:13][cH:14][cH:15][cH:16][cH:17]2)[cH:9][cH:10]1)[CH2:18][c:19]1[cH:20][c:21]([O:25][C:26]([CH:27]([F:28])[F:29])([F:30])[F:31])[cH:22][cH:23][cH:24]1.[OH2:71].[OH:58][n:59]1[c:60]2[cH:61][cH:62][cH:63][cH:64][c:65]2[n:66][n:67]1.[c:32]1([C:43](=[O:44])[OH:45])[cH:33][cH:34][cH:35][c:36]2[c:37]1[CH:38]=[CH:39][CH2:40][CH2:41][CH2:42]2>>[NH:1]([CH:2]([CH:3]([OH:4])[c:5]1[cH:6][cH:7][c:8]([O:11][c:12]2[cH:13][cH:14][cH:15][cH:16][cH:17]2)[cH:9][cH:10]1)[CH2:18][c:19]1[cH:20][c:21]([O:25][C:26]([CH:27]([F:28])[F:29])([F:30])[F:31])[cH:22][cH:23][cH:24]1)[C:43]([c:32]1[cH:33][cH:34][cH:35][c:36]2[c:37]1[CH:38]=[CH:39][CH2:40][CH2:41][CH2:42]2)=[O:44].